From a dataset of the Open Reaction Database (ORD), a public repository of structured organic reaction records. describe an organic reaction: reactants, conditions, products, and yield As a reaction SMILES: O[CH2:2][CH2:3][N:4]([CH:35]([CH3:37])[CH3:36])[C:5]([C:7]1[C:12]([O:13][CH2:14][C:15]2[CH:20]=[CH:19][CH:18]=[CH:17][CH:16]=2)=[C:11]([OH:21])[N:10]=[C:9]([CH2:22][C:23]2[CH:28]=[CH:27][CH:26]=[CH:25][C:24]=2[C:29]2[CH:34]=[CH:33][N:32]=[CH:31][CH:30]=2)[N:8]=1)=[O:6].C(OC1C(=O)N=C(CC2C=CC=C(Cl)C=2Cl)N2CCN(C(C)C)C(=O)C=12)C1C=CC=CC=1>>[CH2:14]([O:13][C:12]1[C:11](=[O:21])[N:10]=[C:9]([CH2:22][C:23]2[CH:28]=[CH:27][CH:26]=[CH:25][C:24]=2[C:29]2[CH:30]=[CH:31][N:32]=[CH:33][CH:34]=2)[N:8]2[CH2:2][CH2:3][N:4]([CH:35]([CH3:37])[CH3:36])[C:5](=[O:6])[C:7]=12)[C:15]1[CH:16]=[CH:17][CH:18]=[CH:19][CH:20]=1. Isolated yield 19.2%. Procedure details: 9-Benzyloxy-2-isopropyl-6-(2-pyridin-4-yl-benzyl)-3,4-dihydro-2H-pyrazino[1,2-c]pyrimidine-1,8-dione (153) (83 mg, 57.73%) as an off-white solid was synthesized from 5-benzyloxy-6-hydroxy-2-(2-pyridin-4-yl-benzyl)-pyrimidine-4-carboxylic acid (2-hydroxyethyl)-isopropylamide (152) (150 mg, 0.90 mmol) following the procedure as described for 9-benzyloxy-6-(2,3-dichlorobenzyl)-2-isopropyl-3,4-dihydro-2H-pyrazino[1,2-c]pyrimidine-1,8-dione (134). The product is C(C1=CC=CC=C1)OC1=C2N(C(=NC1=O)CC1=C(C=CC=C1)C1=CC=NC=C1)CCN(C2=O)C(C)C (9-Benzyloxy-2-isopropyl-6-(2-pyridin-4-yl-benzyl)-3,4-dihydro-2H-pyrazino[1,2-c]pyrimidine-1,8-dione). Starting materials: OCCN(C(=O)C1=NC(=NC(=C1OCC1=CC=CC=C1)O)CC1=C(C=CC=C1)C1=CC=NC=C1)C(C)C (5-Benzyloxy-6-hydroxy-2-(2-pyridin-4-yl-benzyl)-pyrimidine-4-carboxylic acid (2-hydroxyethyl)-isopropylamide), C(C1=CC=CC=C1)OC1=C2N(C(=NC1=O)CC1=C(C(=CC=C1)Cl)Cl)CCN(C2=O)C(C)C (9-benzyloxy-6-(2,3-dichlorobenzyl)-2-isopropyl-3,4-dihydro-2H-pyrazino[1,2-c]pyrimidine-1,8-dione). Reported procedure: 5-Amino-3-methyl-1-(2-methylphenyl)pyrazole HCl (Farmaco, 19, 638, 1964) (26.5 g.) and 1-acetyl-2-imidazolinone (18.2 g.) were reacted as described in Example I to give 12.6 g. product, mp 160°-161°. Reaction SMILES: Cl.[NH2:2][C:3]1[N:7]([C:8]2[CH:13]=[CH:12][CH:11]=[CH:10][C:9]=2[CH3:14])[N:6]=[C:5]([CH3:15])[CH:4]=1.[C:16]([N:19]1[CH2:23][C:22](=O)[N:21]=[CH:20]1)(=[O:18])[CH3:17]>>[C:16]([N:19]1[CH2:23][CH2:22][N:21]=[C:20]1[NH:2][C:3]1[N:7]([C:8]2[CH:13]=[CH:12][CH:11]=[CH:10][C:9]=2[CH3:14])[N:6]=[C:5]([CH3:15])[CH:4]=1)(=[O:18])[CH3:17] |f:0.1|. The reactants are Cl.NC1=CC(=NN1C1=C(C=CC=C1)C)C (5-Amino-3-methyl-1-(2-methylphenyl)pyrazole HCl), C(C)(=O)N1C=NC(C1)=O (1-acetyl-2-imidazolinone). Product: C(C)(=O)N1C(=NCC1)NC1=CC(=NN1C1=C(C=CC=C1)C)C (1-Acetyl-2[1-(2-methylphenyl)-3-methyl-5-pyrazolyl]amino-2-imidazoline). Reactants: COC(=O)C(NC(=O)OCc1ccccc1)P(=O)(OC)OC, C1CCOC1, CCOC(C)=O, O=Cc1nc(NCc2ccccn2)c2c(-c3ccccc3)cccc2n1. Yields the product COC(=O)C(=Cc1nc(NCc2ccccn2)c2c(-c3ccccc3)cccc2n1)NC(=O)OCc1ccccc1. As a reaction SMILES: [CH2:27]([c:28]1[cH:29][cH:30][cH:31][cH:32][cH:33]1)[O:34][C:35](=[O:36])[NH:37][CH:38]([C:39](=[O:40])[O:41][CH3:42])[P:43]([O:44][CH3:45])([O:46][CH3:47])=[O:48].[CH2:49]1[O:50][CH2:51][CH2:52][CH2:53]1.[CH3:54][CH2:55][O:56][C:57](=[O:58])[CH3:59].[c:1]1(-[c:7]2[c:8]3[c:9]([NH:19][CH2:20][c:21]4[n:22][cH:23][cH:24][cH:25][cH:26]4)[n:10][c:11]([CH:17]=[O:18])[n:12][c:13]3[cH:14][cH:15][cH:16]2)[cH:2][cH:3][cH:4][cH:5][cH:6]1>>[c:1]1(-[c:7]2[c:8]3[c:9]([NH:19][CH2:20][c:21]4[n:22][cH:23][cH:24][cH:25][cH:26]4)[n:10][c:11]([CH:17]=[C:38]([NH:37][C:35]([O:34][CH2:27][c:28]4[cH:29][cH:30][cH:31][cH:32][cH:33]4)=[O:36])[C:39](=[O:40])[O:41][CH3:42])[n:12][c:13]3[cH:14][cH:15][cH:16]2)[cH:2][cH:3][cH:4][cH:5][cH:6]1.